The task is: describe an organic reaction: reactants, conditions, products, and yield. This data is from the Open Reaction Database (ORD), a public repository of structured organic reaction records. The reactants are NC=1N=CN(C1C(=O)N)CCC1=CC=CC=C1 (4-amino-1-(2-phenylethyl)-5-imidazolecarboxamide), C(C)(C)(C)OC(=O)N(C)CC(=O)O (2-(N-t-butyloxycarbonyl-N-methylamino)acetic acid). Yields the product C(C)(C)(C)OC(=O)N(C)CC(=O)NC=1N=CN(C1C(=O)N)CCC1=CC=CC=C1 (4-(2-(N-t-butyloxycarbonyl-N-methylamino)acetylamino)-1-(2-phenylethyl)-5-imidazolecarboxamide). Yield: 94.0%. Reaction SMILES: [NH2:1][C:2]1[N:3]=[CH:4][N:5]([CH2:10][CH2:11][C:12]2[CH:17]=[CH:16][CH:15]=[CH:14][CH:13]=2)[C:6]=1[C:7]([NH2:9])=[O:8].[C:18]([O:22][C:23]([N:25]([CH2:27][C:28](O)=[O:29])[CH3:26])=[O:24])([CH3:21])([CH3:20])[CH3:19]>>[C:18]([O:22][C:23]([N:25]([CH2:27][C:28]([NH:1][C:2]1[N:3]=[CH:4][N:5]([CH2:10][CH2:11][C:12]2[CH:17]=[CH:16][CH:15]=[CH:14][CH:13]=2)[C:6]=1[C:7]([NH2:9])=[O:8])=[O:29])[CH3:26])=[O:24])([CH3:21])([CH3:20])[CH3:19]. Procedure: An amidation reaction and post-treatment were carried out following the conditions of Example 17, using 1.84 g (7.99 mmol) of 4-amino-1-(2-phenylethyl)-5-imidazolecarboxamide prepared in the same manner as in Example 56 and 2-(N-t-butyloxycarbonyl-N-methylamino)acetic acid instead of 3-pyridylacetic acid hydrochloride to obtain 3.03 g of 4-(2-(N-t-butyloxycarbonyl-N-methylamino)acetylamino)-1-(2-phenylethyl)-5-imidazolecarboxamide (yield 94%).